From a dataset of the Open Reaction Database (ORD), a public repository of structured organic reaction records. describe an organic reaction: reactants, conditions, products, and yield The reactants are BrC1=C2C[C@H]3N(C[C@H](C=C3C=3C=CC=C(N1)C32)N)C (2-bromo-9,10-didehydro-6-methylergoline-8α-amine), C(=S)(N1C=NC=C1)N1C=NC=C1 (1,1'-thiocarbonyldiimidazole), C(C)NCC (diethylamine). Yields the product BrC1=C2C[C@H]3N(C[C@H](C=C3C=3C=CC=C(N1)C32)NC(N(CC)CC)=S)C (3-(2-bromo-9,10-didehydro-6-methyl-8α-ergolinyl)-1,1-diethylthiourea). As a reaction SMILES: [Br:1][C:2]1[NH:16][C:15]2[C:17]3[C:3]=1[CH2:4][C@@H:5]1[C:10]([C:11]=3[CH:12]=[CH:13][CH:14]=2)=[CH:9][C@H:8]([NH2:18])[CH2:7][N:6]1[CH3:19].[C:20]([N:27]1[CH:31]=[CH:30]N=[CH:28]1)(N1C=CN=C1)=[S:21].[CH2:32](NCC)C>>[Br:1][C:2]1[NH:16][C:15]2[C:17]3[C:3]=1[CH2:4][C@@H:5]1[C:10]([C:11]=3[CH:12]=[CH:13][CH:14]=2)=[CH:9][C@H:8]([NH:18][C:20](=[S:21])[N:27]([CH2:31][CH3:30])[CH2:28][CH3:32])[CH2:7][N:6]1[CH3:19]. Procedure: By reaction of 656 mg of 2-bromo-9,10-didehydro-6-methylergoline-8α-amine (1.5 mmol) with 1,1'-thiocarbonyldiimidazole and diethylamine, as described in Example 11, 535 mg of 3-(2-bromo-9,10-didehydro-6-methyl-8α-ergolinyl)-1,1-diethylthiourea is obtained. Reactants: BrB(Br)Br, COc1ccc2[nH]c(C)c(C)c2c1, [Na+], [OH-], O. Yields the product Cc1[nH]c2ccc(O)cc2c1C. As a reaction SMILES: [B:14]([Br:15])([Br:16])[Br:17].[CH3:1][c:2]1[nH:3][c:4]2[cH:5][cH:6][c:7]([O:12][CH3:13])[cH:8][c:9]2[c:10]1[CH3:11].[Na+:19].[OH-:18].[OH2:20]>>[CH3:1][c:2]1[nH:3][c:4]2[cH:5][cH:6][c:7]([OH:12])[cH:8][c:9]2[c:10]1[CH3:11]. The reactants are ClC1=NC=NC(=C1)OCC=CCC (4-chloro-6-(2-pentenyloxy)pyrimidine), N1CCC=CC1 (1,2,3,6-tetrahydropyridine). Reaction conditions: time 3 hour. The product is C(C#CCC)OC1=NC=NC(=C1)N1CC=CC=C1 (1-(4-(2-pentynyloxy)pyrimidin-6-yl)pyridine). Isolated yield 63.1%. As a reaction SMILES: Cl[C:2]1[CH:7]=[C:6]([O:8][CH2:9][CH:10]=[CH:11][CH2:12][CH3:13])[N:5]=[CH:4][N:3]=1.[NH:14]1[CH2:19][CH:18]=[CH:17][CH2:16][CH2:15]1>>[CH2:9]([O:8][C:6]1[CH:7]=[C:2]([N:14]2[CH:15]=[CH:16][CH:17]=[CH:18][CH2:19]2)[N:3]=[CH:4][N:5]=1)[C:10]#[C:11][CH2:12][CH3:13]. Reported procedure: 0.3 g of 4-chloro-6-(2-pentenyloxy)pyrimidine and 0.25 g of 1,2,3,6-tetrahydropyridine were mixed and left for 3 hours at room temperature. The reaction mixture was subjected to silica gel column chromatography to obtain 0.23 g of 1-(4-(2-pentynyloxy)pyrimidin-6-yl)pyridine (hereinafter, referred to as Compound (55)). The reactants are O (Water), OC=1C=C2C=CC(=CC2=CC1)[C@]1(NC(OC1)=O)C ((R)-4-(6-Hydroxynaphthalen-2-yl)-4-methyloxazolidin-2-one), C([O-])([O-])=O.[Cs+].[Cs+] (cesium carbonate), CS(=O)(=O)O[C@@H]1CC[C@@H](CC1)C(C)(F)F (cis-4-(1,1-difluoroethyl)cyclohexyl methanesulfonate). Solvent: CC(C)(C)O.CC(CC)=O (t-BuOH 2-butanone). Conditions: temperature 110 celsius, time 10 minute. Yields the product FC(C)(F)[C@@H]1CC[C@H](CC1)OC=1C=C2C=CC(=CC2=CC1)[C@]1(NC(OC1)=O)C ((R)-4-(6-(trans-4-(1,1-difluoroethyl)cyclohexyloxy)naphthalen-2-yl)-4-methyloxazolidin-2-one). The yield is 104.3%. As a reaction SMILES: [OH:1][C:2]1[CH:3]=[C:4]2[C:9](=[CH:10][CH:11]=1)[CH:8]=[C:7]([C@:12]1([CH3:18])[CH2:16][O:15][C:14](=[O:17])[NH:13]1)[CH:6]=[CH:5]2.C(=O)([O-])[O-].[Cs+].[Cs+].CS(O[C@H:30]1[CH2:35][CH2:34][C@@H:33]([C:36]([F:39])([F:38])[CH3:37])[CH2:32][CH2:31]1)(=O)=O.O>CC(O)(C)C.CC(=O)CC>[F:38][C:36]([C@H:33]1[CH2:34][CH2:35][C@H:30]([O:1][C:2]2[CH:3]=[C:4]3[C:9](=[CH:10][CH:11]=2)[CH:8]=[C:7]([C@:12]2([CH3:18])[CH2:16][O:15][C:14](=[O:17])[NH:13]2)[CH:6]=[CH:5]3)[CH2:31][CH2:32]1)([F:39])[CH3:37] |f:1.2.3,6.7|. Reported procedure: (R)-4-(6-Hydroxynaphthalen-2-yl)-4-methyloxazolidin-2-one (121 mg, 0.5 mmol, 0.9 eq.) and cesium carbonate (407 mg, 1.25 mmol, 2.5 eq.) were dissolved in t-BuOH/2-butanone (10 mL/5 mL). The mixture was stirred at 110° C. for 10 min, then cis-4-(1,1-difluoroethyl)cyclohexyl methanesulfonate(145 mg, 0.6 mmol, 1.1 eq.) was added to the mixture and the mixture was stirred at 110° C. for 15 h. Water was added to the mixture and the mixture was extracted with EtOAc. The organic layer was concentrated ... Starting materials: O=P(Cl)(Cl)Cl (phosphoroxychloride), C(C)(C)(C)OC(=O)N1CCC(CC1)(C1=NC=CC=N1)O (4-hydroxy-4-pyrimidin-2-yl-piperidine-1-carboxylic acid tert-butyl ester), O (water). Solvent: N1=CC=CC=C1 (pyridine). Reaction conditions: time 1 day. Product: C(C)(C)(C)OC(=O)N1CCC(=CC1)C1=NC=CC=N1 (4-Pyrimidin-2-yl-3,6-dihydro-2H-pyridine-1-carboxylic acid tert-butyl ester). Yield: 81.6%. RXN SMILES: [C:1]([O:5][C:6]([N:8]1[CH2:13][CH2:12][C:11](O)([C:14]2[N:19]=[CH:18][CH:17]=[CH:16][N:15]=2)[CH2:10][CH2:9]1)=[O:7])([CH3:4])([CH3:3])[CH3:2].O=P(Cl)(Cl)Cl.O>N1C=CC=CC=1>[C:1]([O:5][C:6]([N:8]1[CH2:9][CH:10]=[C:11]([C:14]2[N:15]=[CH:16][CH:17]=[CH:18][N:19]=2)[CH2:12][CH2:13]1)=[O:7])([CH3:4])([CH3:2])[CH3:3]. Procedure: 110 mg 4-hydroxy-4-pyrimidin-2-yl-piperidine-1-carboxylic acid tert-butyl ester was dissolved in 2.5 mL pyridine and 0.18 ml phosphoroxychloride was added. The reaction mixture was stirred at RT for one day. The reaction was decomposed with water and extracted with DCM. The organic layer was dried and the solvent was removed to yield 84 mg of the desired compound. Rt: 1.31 min (method B), (M+H)+: 262